From a dataset of the Open Reaction Database (ORD), a public repository of structured organic reaction records. describe an organic reaction: reactants, conditions, products, and yield Starting materials: C(C1=CC=CC=C1)C1C2=C(SCCN1)C(N(N=C2)C)=O (5-benzyl-8-methyl-2,3,4,5-tetrahydro-9(8H)-pyridazino[4,5-b][1,5]thiazepinone), P(O)(O)(O)=O (phosphoric acid), C1(=CC=CC=C1)O (phenol), ice water, solid, C([O-])([O-])=O.[Na+].[Na+] (sodium carbonate). Reaction conditions: temperature 150 celsius, time 3 hour. The product is CN1N=CC2=C(SCCNC2)C1=O (8-Methyl-2,3,4,5-tetrahydro-9(8H)-pyridazino[4,5-b][1,5]thiazepinone). Yield: 72.4%. Reaction SMILES: C([CH:8]1[NH:14][CH2:13][CH2:12][S:11][C:10]2[C:15](=[O:20])[N:16]([CH3:19])[N:17]=[CH:18][C:9]1=2)C1C=CC=CC=1.P(=O)(O)(O)O.C1(O)C=CC=CC=1.C(=O)([O-])[O-].[Na+].[Na+]>>[CH3:19][N:16]1[C:15](=[O:20])[C:10]2[S:11][CH2:12][CH2:13][NH:14][CH2:8][C:9]=2[CH:18]=[N:17]1 |f:3.4.5|. Procedure details: To a solution of 13.10 g (45.5 mmol) 5-benzyl-8-methyl-2,3,4,5-tetrahydro-9(8H)-pyridazino[4,5-b][1,5]thiazepinone in 116 ml of 85% phosphoric acid 5.00 g (53.0 mmol) of phenol are added and the solution is stirred for 3 hours at 150° C. After cooling the solution is poured onto 100 g of ice-water and the pH of the mixture is adjusted to neutral with 138 g of solid sodium carbonate. The precipitate is filtered and the wet filter-cake is boiled with 12×40 ml of isopropanol. The combined isopropan... The reactants are ClC1=C2C3=C(C(NC2=NC=C1)=O)C=CC=C3 (1-Chloro-5H-benzo[c][1,8]naphthyridin-6-one), ClC1=CC(=C(N)C=C1OC)OC (4-chloro-2,5-di-methoxyaniline). The product is ClC1=CC(=C(C=C1OC)NC1=C2C3=C(C(NC2=NC=C1)=O)C=CC=C3)OC (1-(4-Chloro-2,5-dimethoxy-phenylamino)-5H-benzo[c][1,8]naphthyridin-6-one). The yield is 48.7%. RXN SMILES: Cl[C:2]1[CH:11]=[CH:10][N:9]=[C:8]2[C:3]=1[C:4]1[CH:16]=[CH:15][CH:14]=[CH:13][C:5]=1[C:6](=[O:12])[NH:7]2.[Cl:17][C:18]1[C:24]([O:25][CH3:26])=[CH:23][C:21]([NH2:22])=[C:20]([O:27][CH3:28])[CH:19]=1>>[Cl:17][C:18]1[C:24]([O:25][CH3:26])=[CH:23][C:21]([NH:22][C:2]2[CH:11]=[CH:10][N:9]=[C:8]3[C:3]=2[C:4]2[CH:16]=[CH:15][CH:14]=[CH:13][C:5]=2[C:6](=[O:12])[NH:7]3)=[C:20]([O:27][CH3:28])[CH:19]=1. Procedure: The title compound was synthesized according to the procedure described for the preparation of Example 188 using Compound 83 (100 mg, 0.43 mmol) and 4-chloro-2,5-di-methoxyaniline (122 mg, 0.65 mmol) to provide 203 (80 mg, 48% yield) as a white solid. LC-MS (M+H=382, obsd.=382). Reactants: O=C(O)c1cc(Br)c2cccnc2c1O, CCN=C=NCCCN(C)C, NCc1ccc(Cl)cc1, Cl, CN(C)C=O, O, On1nnc2ccccc21. The product is O=C(NCc1ccc(Cl)cc1)c1cc(Br)c2cccnc2c1O. As a reaction SMILES: [Br:1][c:2]1[c:3]2[cH:4][cH:5][cH:6][n:7][c:8]2[c:9]([OH:15])[c:10]([C:12](=[O:13])[OH:14])[cH:11]1.[CH3:26][N:27]([CH3:28])[CH2:29][CH2:30][CH2:31][N:32]=[C:33]=[N:34][CH2:35][CH3:36].[Cl:16][c:17]1[cH:18][cH:19][c:20]([CH2:21][NH2:22])[cH:23][cH:24]1.[ClH:25].[O:48]=[CH:49][N:50]([CH3:51])[CH3:52].[OH2:37].[OH:38][n:39]1[c:40]2[cH:41][cH:42][cH:43][cH:44][c:45]2[n:46][n:47]1>>[Br:1][c:2]1[c:3]2[cH:4][cH:5][cH:6][n:7][c:8]2[c:9]([OH:15])[c:10]([C:12](=[O:14])[NH:22][CH2:21][c:20]2[cH:19][cH:18][c:17]([Cl:16])[cH:24][cH:23]2)[cH:11]1. The reactants are CCO, COc1ccc(CN)cc1, Clc1cncc(Cl)n1. Yields the product COc1ccc(CNc2cncc(Cl)n2)cc1. Reaction SMILES: [CH3:19][CH2:20][OH:21].[CH3:1][O:2][c:3]1[cH:4][cH:5][c:6]([CH2:7][NH2:8])[cH:9][cH:10]1.[Cl:11][c:12]1[n:13][c:14]([Cl:18])[cH:15][n:16][cH:17]1>>[CH3:1][O:2][c:3]1[cH:4][cH:5][c:6]([CH2:7][NH:8][c:14]2[n:13][c:12]([Cl:11])[cH:17][n:16][cH:15]2)[cH:9][cH:10]1. Reactants: COC1=CC=C(C=C1)S(=O)(=O)C1=CC=C(N)C=C1 (4-((4-methoxyphenyl)sulfonyl)aniline), N1=CC(=CC=C1)C=CC(=O)Cl (3-(pyridin-3-yl)acryloyl chloride), C(=O)([O-])[O-].[K+].[K+] (K2CO3). Run in CN(C)C=O (DMF). Reaction conditions: temperature 50 celsius. Product: COC1=CC=C(C=C1)S(=O)(=O)C1=CC=C(C=C1)NC(C=CC=1C=NC=CC1)=O (N-(4-((4-methoxyphenyl)sulfonyl)phenyl)-3-(pyridin-3-yl)acrylamide). The yield is 57.7%. Reaction SMILES: [CH3:1][O:2][C:3]1[CH:8]=[CH:7][C:6]([S:9]([C:12]2[CH:18]=[CH:17][C:15]([NH2:16])=[CH:14][CH:13]=2)(=[O:11])=[O:10])=[CH:5][CH:4]=1.[N:19]1[CH:24]=[CH:23][CH:22]=[C:21]([CH:25]=[CH:26][C:27](Cl)=[O:28])[CH:20]=1.C([O-])([O-])=O.[K+].[K+]>CN(C=O)C>[CH3:1][O:2][C:3]1[CH:4]=[CH:5][C:6]([S:9]([C:12]2[CH:18]=[CH:17][C:15]([NH:16][C:27](=[O:28])[CH:26]=[CH:25][C:21]3[CH:20]=[N:19][CH:24]=[CH:23][CH:22]=3)=[CH:14][CH:13]=2)(=[O:10])=[O:11])=[CH:7][CH:8]=1 |f:2.3.4|. Procedure: To a solution of 4-((4-methoxyphenyl)sulfonyl)aniline (76 mg, 0.29 mmol) in DMF (3 mL) is added 3-(pyridin-3-yl)acryloyl chloride (62 mg, 0.30 mmol) and K2CO3 (138 mg, 1 mmol). The mixture is heated at 50° C. for 2 h and the solvent is evaporated. The residue is partitioned between EtOAc (15 mL) and brine (10 mL) and the layers are separated. The aqueous layer is extracted with EtOAc (10 mL) and the combined extracts are dried (Na2SO4) and evaporated. Purification of the residue by preparative T... Reactants: FC1(C(N(C2=CC=CC=C12)CC(=O)O)=O)F (2-(3,3-difluoro-2-oxoindolin-1-yl)acetic acid), BrC=1C(=C(SC1)N)C1=NN=CN1 (4-bromo-3-(4H-1,2,4-triazol-3-yl)thiophen-2-amine). Yields the product BrC=1C(=C(SC1)NC(CN1C(C(C2=CC=CC=C12)(F)F)=O)=O)C1=NN=CN1 (N-(4-bromo-3-(4H-1,2,4-triazol-3-yl)thiophen-2-yl)-2-(3,3-difluoro-2-oxoindolin-1-yl)acetamide). The yield is 14.7%. RXN SMILES: [F:1][C:2]1([F:16])[C:10]2[C:5](=[CH:6][CH:7]=[CH:8][CH:9]=2)[N:4]([CH2:11][C:12]([OH:14])=O)[C:3]1=[O:15].[Br:17][C:18]1[C:19]([C:24]2[NH:28][CH:27]=[N:26][N:25]=2)=[C:20]([NH2:23])[S:21][CH:22]=1>>[Br:17][C:18]1[C:19]([C:24]2[NH:28][CH:27]=[N:26][N:25]=2)=[C:20]([NH:23][C:12](=[O:14])[CH2:11][N:4]2[C:5]3[C:10](=[CH:9][CH:8]=[CH:7][CH:6]=3)[C:2]([F:1])([F:16])[C:3]2=[O:15])[S:21][CH:22]=1. Reported procedure: The title compound was prepared from 2-(3,3-difluoro-2-oxoindolin-1-yl)acetic acid (50 mg, 0.22 mmol), 4-bromo-3-(4H-1,2,4-triazol-3-yl)thiophen-2-amine (45 mg, 0.18 mmol) using protocol A. HPLC purification gave N-(4-bromo-3-(4H-1,2,4-triazol-3-yl)thiophen-2-yl)-2-(3,3-difluoro-2-oxoindolin-1-yl)acetamide (12 mg) as a white solid (m/z 454.0, retention of 5.696 min in [7]). 1H-NMR (300MHz, CDCl3) δ 13.1 (s, 1H), 7.82 (s, 1H), 7.70 (dd, J=7.5, 1.5Hz, 1H), 7.50 (td, J=7.9, 1.2Hz, 1H), 6.99 (s, 1H)...